Task: describe an organic reaction: reactants, conditions, products, and yield. Dataset: the Open Reaction Database (ORD), a public repository of structured organic reaction records Reactants: CCOc1ccc(-c2nc(-c3ccccn3)cs2)cc1OCC, ClCCl, O=C(OO)c1cccc(Cl)c1, [Na+], O=C([O-])O. Yields the product CCOc1ccc(-c2nc(-c3cccc[n+]3[O-])cs2)cc1OCC. As a reaction SMILES: [CH2:12]([CH3:13])[O:14][c:15]1[cH:16][c:17](-[c:24]2[s:25][cH:26][c:27](-[c:29]3[n:30][cH:31][cH:32][cH:33][cH:34]3)[n:28]2)[cH:18][cH:19][c:20]1[O:21][CH2:22][CH3:23].[CH2:40]([Cl:41])[Cl:42].[Cl:1][c:2]1[cH:3][cH:4][cH:5][c:6]([C:7]([O:8][OH:10])=[O:9])[cH:11]1.[Na+:35].[OH:36][C:37](=[O:38])[O-:39]>>[O-:9][n+:30]1[c:29](-[c:27]2[cH:26][s:25][c:24](-[c:17]3[cH:16][c:15]([O:14][CH2:12][CH3:13])[c:20]([O:21][CH2:22][CH3:23])[cH:19][cH:18]3)[n:28]2)[cH:34][cH:33][cH:32][cH:31]1. The reactants are OC=1C=C(C=CC1)C=1N=C2N(C=C(C=C2)I)C1 (2-(3′-hydroxyphenyl)-6-iodoimidazo[1,2-a]pyridine), C(C)(C)(C)[Si](Cl)(C1=CC=CC=C1)C1=CC=CC=C1 (t-butyldiphenylchlorosilane), [Cl-].[Na+] (sodium chloride), BrCCO (2-bromoethanol), N1C=NC=C1 (imidazole). Solvent: CN(C=O)C (dimethylformamide). Reaction conditions: temperature 0 celsius, time 18 hour. Product: BrCCO[Si](C1=CC=CC=C1)(C1=CC=CC=C1)C(C)(C)C (1-bromo-2-(t-butyldiphenylsiloxy)ethane). Isolated yield 97.0%. As a reaction SMILES: OC1C=C(C2N=C3C=CC(I)=CN3C=2)C=CC=1.[Br:18][CH2:19][CH2:20][OH:21].N1C=CN=C1.[C:27]([Si:31]([C:39]1[CH:44]=[CH:43][CH:42]=[CH:41][CH:40]=1)([C:33]1[CH:38]=[CH:37][CH:36]=[CH:35][CH:34]=1)Cl)([CH3:30])([CH3:29])[CH3:28].[Cl-].[Na+]>CN(C)C=O>[Br:18][CH2:19][CH2:20][O:21][Si:31]([C:27]([CH3:30])([CH3:29])[CH3:28])([C:39]1[CH:40]=[CH:41][CH:42]=[CH:43][CH:44]=1)[C:33]1[CH:38]=[CH:37][CH:36]=[CH:35][CH:34]=1 |f:4.5|. Procedure details: Precipitates were filtered and recovered from the resulting mixture, sufficiently washed with water, and dried under reduced pressure, to obtain 927 mg (corresponding to 2.76 mmol) of 2-(3′-hydroxyphenyl)-6-iodoimidazo[1,2-a]pyridine (FIG. 2-8, Step 2). Separately, 2.50 g (corresponding to 20.0 mmol) of 2-bromoethanol and 2.72 g (corresponding to 40.0 mmol) of imidazole were dissolved in 10 mL of dimethylformamide, and cooled to 0° C. Then, 5.50 g (corresponding to 20.0 mmol) of t-butyldiphenylc... Reactants: COc1ccc(-c2cc(Cl)cc3c2OC(COS(=O)(=O)c2ccc(C)cc2)C3)c(OC)c1, CN, Cl. Product: CNCC1Cc2cc(Cl)cc(-c3ccc(OC)cc3OC)c2O1. RXN SMILES: [CH3:2][c:3]1[cH:4][cH:5][c:6]([S:7]([O:8][CH2:13][CH:14]2[O:15][c:16]3[c:17]([cH:19][c:20]([Cl:33])[cH:21][c:22]3-[c:23]3[c:24]([O:31][CH3:32])[cH:25][c:26]([O:29][CH3:30])[cH:27][cH:28]3)[CH2:18]2)(=[O:9])=[O:10])[cH:11][cH:12]1.[CH3:34][NH2:35].[ClH:1]>>[CH2:13]([CH:14]1[O:15][c:16]2[c:17]([cH:19][c:20]([Cl:33])[cH:21][c:22]2-[c:23]2[c:24]([O:31][CH3:32])[cH:25][c:26]([O:29][CH3:30])[cH:27][cH:28]2)[CH2:18]1)[NH:35][CH3:34]. Yield: 100.0%. Product: CSC=1N(C=CN1)C(C=1C=C(C(=CC1)N)N)C1=CC=CC=C1 ((+)-4-[[2-(methylthio)-1H-imidazol-1-yl]phenylmethyl]-1,2-benzendiamine). Run in CO (methanol), CO (methanol), O (water). Starting materials: [H][H] (hydrogen), Cl.CSC=1N(C=CN1)C(C1=CC(=C(C=C1)N)[N+](=O)[O-])C1=CC=CC=C1 ((+)-4-[[2-(methylthio)-1H-imidazol-1-yl]-phenylmethyl]-2-nitrobenzenamine monohydrochloride), Cl (hydrochloric acid), S1C=CC=C1 (thiophene). The reagents and catalysts are [Pd] (palladium-on-charcoal). Reaction SMILES: Cl.[CH3:2][S:3][C:4]1[N:5]([CH:9]([C:20]2[CH:25]=[CH:24][CH:23]=[CH:22][CH:21]=2)[C:10]2[CH:15]=[CH:14][C:13]([NH2:16])=[C:12]([N+:17]([O-])=O)[CH:11]=2)[CH:6]=[CH:7][N:8]=1.Cl.S1C=CC=C1.[H][H]>CO.[Pd].O>[CH3:2][S:3][C:4]1[N:5]([CH:9]([C:20]2[CH:25]=[CH:24][CH:23]=[CH:22][CH:21]=2)[C:10]2[CH:11]=[C:12]([NH2:17])[C:13]([NH2:16])=[CH:14][CH:15]=2)[CH:6]=[CH:7][N:8]=1 |f:0.1|. Reported procedure: (a-5) A mixture of 5.5 parts of (+)-4-[[2-(methylthio)-1H-imidazol-1-yl]-phenylmethyl]-2-nitrobenzenamine monohydrochloride, 24 parts of concentrated hydrochloric acid, 2 parts of a solution of thiophene in methanol 4%, 120 parts of methanol and 100 parts of water was hydrogenated at normal pressure and at 0° C. with 2 parts of palladium-on-charcoal catalyst 10%. After the calculated amount of hydrogen was taken up, the catalyst was filtered off and the filtrate was evaporated. The residue was t...